Task: describe an organic reaction: reactants, conditions, products, and yield. Dataset: the Open Reaction Database (ORD), a public repository of structured organic reaction records Reactants: C(CCCCC(C)C)O (isooctanol), C(Cl)C1CO1 (epichlorohydrin), aqueous solution, [OH-].[Na+] (sodium hydroxide). The reagents and catalysts are [Sn](F)F (tin difluoride), C1COCCOCCOCCOCCOCCO1 (18-crown-6). Run at temperature 125 celsius, time 20 hour. The product is C(C1CO1)OCCCCCC(C)C (isooctanol glycidyl ether). The yield is 97.0%. As a reaction SMILES: [CH2:1]([OH:9])[CH2:2][CH2:3][CH2:4][CH2:5][CH:6]([CH3:8])[CH3:7].[CH2:10]([CH:12]1[O:14][CH2:13]1)Cl.[OH-].[Na+]>[Sn](F)F.C1OCCOCCOCCOCCOCCOC1>[CH2:10]([O:9][CH2:1][CH2:2][CH2:3][CH2:4][CH2:5][CH:6]([CH3:8])[CH3:7])[CH:12]1[O:14][CH2:13]1 |f:2.3|. Procedure: A reactor equipped with stirrer, reflux condenser, dropping funnel and thermometer is charged with 130.23 g (1.0 mol) of isooctanol (mixture of isomers), 3.14 g (0.02 mol) of powdered tin difluoride and 5.28 g (0.02 mol) of 18-crown-6 (crown ether) and the charge is heated to 125° C. The, with efficient stirring, 86.26 ml (1.1 mol) of epichlorohydrin are added over 30 minutes. The reaction is allowed to continue for 20 hours, during which time the temperature rises to about 130° C. The reaction ... The reactants are CC(C)C(=O)c1c(-c2ccccc2)nn2ccccc12, CCO, Cl, Cl, NO, [Na+], [OH-], O. Product: CC(C)C(=NO)c1c(-c2ccccc2)nn2ccccc12. As a reaction SMILES: [CH3:1][CH:2]([C:3](=[O:4])[c:5]1[c:6](-[c:14]2[cH:15][cH:16][cH:17][cH:18][cH:19]2)[n:7][n:8]2[c:9]1[cH:10][cH:11][cH:12][cH:13]2)[CH3:20].[CH3:27][CH2:28][OH:29].[ClH:21].[ClH:26].[NH2:22][OH:23].[Na+:25].[OH-:24].[OH2:30]>>[CH3:1][CH:2]([C:3]([c:5]1[c:6](-[c:14]2[cH:15][cH:16][cH:17][cH:18][cH:19]2)[n:7][n:8]2[c:9]1[cH:10][cH:11][cH:12][cH:13]2)=[N:22][OH:23])[CH3:20]. Reactants: C(C(=O)Cl)(=O)Cl (oxalyl chloride), COC=1C=C(C=CC1OC)S(=O)(=O)CC=1N=C(OC1C)C1=CC=C(C(=O)O)C=C1 (4-(4-{[(3,4-Dimethoxyphenyl)sulfonyl]methyl}-5-methyl-1,3-oxazol-2-yl)benzoic acid), N1=CC(=CC=C1)CN (3-pyridinylmethylamine). The product is COC=1C=C(C=CC1OC)S(=O)(=O)CC=1N=C(OC1C)C1=CC=C(C(=O)NCC=2C=NC=CC2)C=C1 (4-(4-{[(3,4-Dimethoxyphenyl)sulfonyl]methyl}-5-methyl-1,3-oxazol-2-yl)-N-(3-pyridinylmethyl)benzamide). Yield: 74.0%. Reaction SMILES: C(Cl)(=O)C(Cl)=O.[CH3:7][O:8][C:9]1[CH:10]=[C:11]([S:17]([CH2:20][C:21]2[N:22]=[C:23]([C:27]3[CH:35]=[CH:34][C:30]([C:31]([OH:33])=O)=[CH:29][CH:28]=3)[O:24][C:25]=2[CH3:26])(=[O:19])=[O:18])[CH:12]=[CH:13][C:14]=1[O:15][CH3:16].[N:36]1[CH:41]=[CH:40][CH:39]=[C:38]([CH2:42][NH2:43])[CH:37]=1>>[CH3:7][O:8][C:9]1[CH:10]=[C:11]([S:17]([CH2:20][C:21]2[N:22]=[C:23]([C:27]3[CH:35]=[CH:34][C:30]([C:31]([NH:43][CH2:42][C:38]4[CH:37]=[N:36][CH:41]=[CH:40][CH:39]=4)=[O:33])=[CH:29][CH:28]=3)[O:24][C:25]=2[CH3:26])(=[O:18])=[O:19])[CH:12]=[CH:13][C:14]=1[O:15][CH3:16]. Reported procedure: Reaction of oxalyl chloride (92 λL, 1.06 mmol) and benzoic acid 41 (294 mg, 0.70 mmol) with subsequent coupling to 3-pyridinylmethylamine (78 λL, 0.77 mmol) gave benzamide 42 (263 mg, 74%) as a white powder: mp (EtOAc) 104-108° C.; 1H NMR δ 9.23 (t, J=5.9 Hz, 1H, CONH), 8.57 (d, J=1.6 Hz, 1H, H-2′), 8.46 (dd, J=4.7, 1.5 Hz, 1H, H-6′), 8.01 (d, J=8.5 Hz, 2H, H-2, H-6), 7.92 (d, J=8.5 Hz, 2H, H-3, H-5), 7.74 (br d, J=7.5 Hz, 1H, H-4′), 7.37 (dd, J=7.5, 4.8 Hz, 1H, H-5′), 7.33 (dd, J=8.5, 2.1 Hz, 1... Reactants: [N+](=O)([O-])C=1C=CC2=C(C(=CC(O2)(C)C)C(=O)O)C1 (6-nitro-2,2-dimethyl-2H-1-benzopyran-4-carboxylic acid), FC(CN)(F)F (2,2,2-trifluoroethylamine), C1=CC=NC(=C1)SSC2=CC=CC=N2 (2,2'-dipyridyl disulfide), C1(=CC=CC=C1)P(C1=CC=CC=C1)C1=CC=CC=C1 (triphenylphosphine). Run in ClCCl (dichloromethane). Reaction conditions: time 3 hour. Yields the product FC(CC=1C(OC2=C(C1C(=O)N)C=C(C=C2)[N+](=O)[O-])(C)C)(F)F ((2',2',2'-trifluoroethyl)-6-nitro-2,2-dimethyl-2H-1-benzopyran-4-carboxamide). Reaction SMILES: [N+:1]([C:4]1[CH:5]=[CH:6][C:7]2[O:12][C:11]([CH3:14])([CH3:13])[CH:10]=[C:9]([C:15]([OH:17])=O)[C:8]=2[CH:18]=1)([O-:3])=[O:2].[F:19][C:20]([F:24])([F:23])[CH2:21]N.C1C=C(SSC2N=CC=CC=2)[N:28]=CC=1.C1(P(C2C=CC=CC=2)C2C=CC=CC=2)C=CC=CC=1>ClCCl>[F:19][C:20]([F:24])([F:23])[CH2:21][C:10]1[C:11]([CH3:13])([CH3:14])[O:12][C:7]2[CH:6]=[CH:5][C:4]([N+:1]([O-:3])=[O:2])=[CH:18][C:8]=2[C:9]=1[C:15]([NH2:28])=[O:17]. Reported procedure: A mixture of 1.00 g of 6-nitro-2,2-dimethyl-2H-1-benzopyran-4-carboxylic acid, 0.44 g of 2,2,2-trifluoroethylamine, 0.97 g of 2,2'-dipyridyl disulfide, 1.16 g of triphenylphosphine, and 20 ml of dichloromethane was stirred at room temperature for 3 hours. The solvent was removed therefrom by distillation, and the residue was purified by silica gel column chromatography (developing solution; AcOEt:n-hexane=1:1) and then recrystallized from a mixture of n-hexane and ethyl acetate to obtain 0.98 g ... Starting materials: [Mn](=O)(=O)(=O)[O-].[K+] (potassium permanganate), CC(C)(C(C(C(C)(C)C)O)=O)C (2,2,5,5-tetramethyl-4-hydroxy-3-hexanone), [OH-].[Na+] (sodium hydroxide). Run in CCCCCC (hexane). Yields the product CC(C)(C(C(C(C)(C)C)=O)=O)C (2,2,5,5-tetramethyl-3,4-hexanedione). The yield is 82.2%. Reaction SMILES: [CH3:1][C:2]([CH3:12])([C:4](=[O:11])[CH:5]([OH:10])[C:6]([CH3:9])([CH3:8])[CH3:7])[CH3:3].[Mn]([O-])(=O)(=O)=O.[K+].[OH-].[Na+]>CCCCCC>[CH3:8][C:6]([CH3:9])([C:5](=[O:10])[C:4](=[O:11])[C:2]([CH3:12])([CH3:3])[CH3:1])[CH3:7] |f:1.2,3.4|. Procedure details: 7.8 g (0.045 moles) of 2,2,5,5-tetramethyl-4-hydroxy-3-hexanone were dissolved in 90 ml of hexane and stirred vigorously with 157 ml of 1M aqueous potassium permanganate solution containing 1.8 g (0.045 moles) of sodium hydroxide. This mixture was then refluxed overnight. The mixture was then cooled to room temperature and the hexane layer separated. The aqueous layer was then extracted three times with 50 ml of hexane. The hexane solutions were then combined and washed three times with 50 ml of... The reactants are O=C([O-])[O-], CN(C)C=O, Cc1[nH]nc(OC2OC(CO)C(O)C(O)C2O)c1Cc1ccc(C2CC2)cc1, [Cs+], [Cs+], CC(C)I, O. The product is Cc1c(Cc2ccc(C3CC3)cc2)c(OC2OC(CO)C(O)C(O)C2O)nn1C(C)C. RXN SMILES: [C:29](=[O:30])([O-:31])[O-:32].[CH3:40][N:41]([CH3:42])[CH:43]=[O:44].[CH:1]1([O:12][c:13]2[n:14][nH:15][c:16]([CH3:28])[c:17]2[CH2:18][c:19]2[cH:20][cH:21][c:22]([CH:25]3[CH2:26][CH2:27]3)[cH:23][cH:24]2)[CH:2]([OH:3])[CH:4]([OH:5])[CH:6]([OH:7])[CH:8]([CH2:10][OH:11])[O:9]1.[Cs+:33].[Cs+:34].[I:35][CH:36]([CH3:37])[CH3:38].[OH2:39]>>[CH:1]1([O:12][c:13]2[n:14][n:15]([CH:36]([CH3:37])[CH3:38])[c:16]([CH3:28])[c:17]2[CH2:18][c:19]2[cH:20][cH:21][c:22]([CH:25]3[CH2:26][CH2:27]3)[cH:23][cH:24]2)[CH:2]([OH:3])[CH:4]([OH:5])[CH:6]([OH:7])[CH:8]([CH2:10][OH:11])[O:9]1.